From a dataset of the Open Reaction Database (ORD), a public repository of structured organic reaction records. describe an organic reaction: reactants, conditions, products, and yield Reactants: C(C)OC(C(C(=O)OCC)(CC1=CNC2=NC=CC(=C21)Cl)NC(C)=O)=O (2-Acetylamino-2-(4-chloro-1H-pyrrolo[2,3-b]pyridin-3-ylmethyl)malonic acid diethyl ester). Run in Cl (hydrochloric acid). Reaction conditions: temperature 100 celsius. Product: Cl.NC(C(=O)O)CC1=CNC2=NC=CC(=C21)Cl (2-Amino-3-(4-chloro-1H-pyrrolo[2,3-b]pyridin-3-yl)-propionic acid-hydrochloride salt). Reaction SMILES: C([O:3][C:4](=[O:26])[C:5]([NH:22]C(=O)C)([CH2:11][C:12]1[C:20]2[C:15](=[N:16][CH:17]=[CH:18][C:19]=2[Cl:21])[NH:14][CH:13]=1)C(OCC)=O)C>Cl>[ClH:21].[NH2:22][CH:5]([CH2:11][C:12]1[C:20]2[C:15](=[N:16][CH:17]=[CH:18][C:19]=2[Cl:21])[NH:14][CH:13]=1)[C:4]([OH:26])=[O:3] |f:2.3|. Reported procedure: 2-Acetylamino-2-(4-chloro-1H-pyrrolo[2,3-b]pyridin-3-ylmethyl)malonic acid diethyl ester (8.5 g, 22.3 mol) was dissolved in concentrated hydrochloric acid (45 mL) and the solution heated at 100° C. for 16 hours. The mixture was allowed to cool to ambient temperature and evaporated in-vacuo. The resultant residue was azeotroped with methanol (100 mL) and toluene (2×100 mL) to afford the crude title compound as a white solid. LCMS (Method B): RT=1.88 min, M+H+=240. Yield: 0.0%. As a reaction SMILES: CC1=CC=C(N)N=C1.[C-]#[N+]C1CCCCC1.C\C(C)=C/C=O>>C\C(C)=C/C1=C(NC2CCCCC2)N2C=C(C)C=CC2=N1. Conditions: temperature 22 celsius, time 20 hour. The reagents and catalysts are O=C(O)C(F)(F)F (trifluoroacetic acid). Product: CC(C)=Cc1c(NC2CCCCC2)n2cc(C)ccc2n1. Run in CC(C)O (isopropyl alcohol), CC(C)O (isopropylalcohol). Starting materials: CC(C)=CC=O, CC1=CN=C(C=C1)N, [C-]#[N+]C1CCCCC1. Reactants: BrC1=C(N)C(=CC(=C1)C)C (2-Bromo-4,6-dimethyl-aniline), FC1=CC=C(C=C1)CC(=O)Cl ((4-fluoro-phenyl)-acetyl chloride). The solvent is C(C)#N (acetonitrile). Conditions: temperature 150 celsius. Product: BrC1=C(C(=CC(=C1)C)C)NC(CC1=CC=C(C=C1)F)=O (N-(2-Bromo-4,6-dimethyl-phenyl)-2-(4-fluoro-phenyl)-acetamide). The yield is 66.0%. As a reaction SMILES: [Br:1][C:2]1[CH:8]=[C:7]([CH3:9])[CH:6]=[C:5]([CH3:10])[C:3]=1[NH2:4].[F:11][C:12]1[CH:17]=[CH:16][C:15]([CH2:18][C:19](Cl)=[O:20])=[CH:14][CH:13]=1>C(#N)C>[Br:1][C:2]1[CH:8]=[C:7]([CH3:9])[CH:6]=[C:5]([CH3:10])[C:3]=1[NH:4][C:19](=[O:20])[CH2:18][C:15]1[CH:16]=[CH:17][C:12]([F:11])=[CH:13][CH:14]=1. Procedure details: 2-Bromo-4,6-dimethyl-aniline (600 mg) and (4-fluoro-phenyl)-acetyl chloride (543 mg) were dissolved in acetonitrile (6 mL) and heated to 150° C. for 10 minutes in a sealed microwave process vial. The reaction was cooled to 0° C., the product filtered off and washed with cold acetonitrile (50 mL) affording 665 mg (66% yield) of the title compound as a white solid. LC-MS (m/z) 337 (MH+); tR=2.93, (UV, ELSD) 90%, 98%. 1H NMR (500 MHz, DMSO-d6): 2.05 (s, 6H), 2.25 (s, 3H), 3.63 (s, 2H), 7.05 (b, 1H)... Reported procedure: A stirred solution of oseltamivir phosphonate (100 mg) in 50 mL DCM was treated with 50 ml aqueous Na2CO3 (60 mg). The white solution was stirred over a period of 45 minutes at room temperature. The combined aqueous and organic layers were extracted with dichloromethane (100 mL) and the organic phase was dried over Na2SO4. The combined organic phases were evaporated in a rotary evaporator to yield the product oseltamivir as a liquid, which was used without further purification in the next step. ... Run in C(Cl)Cl (DCM). Starting materials: CCC(CC)O[C@@H]1C=C(C[C@@H]([C@H]1NC(=O)C)N)C(=O)OCC.P([O-])([O-])=O (oseltamivir phosphonate), C(=O)([O-])[O-].[Na+].[Na+] (Na2CO3). Reaction conditions: time 45 minute. As a reaction SMILES: [CH3:1][CH2:2][CH:3]([O:6][C@H:7]1[C@H:12]([NH:13][C:14]([CH3:16])=[O:15])[C@@H:11]([NH2:17])[CH2:10][C:9]([C:18]([O:20][CH2:21][CH3:22])=[O:19])=[CH:8]1)[CH2:4][CH3:5].P(=O)([O-])[O-].C([O-])([O-])=O.[Na+].[Na+]>C(Cl)Cl>[CH3:5][CH2:4][CH:3]([O:6][C@H:7]1[C@H:12]([NH:13][C:14]([CH3:16])=[O:15])[C@@H:11]([NH2:17])[CH2:10][C:9]([C:18]([O:20][CH2:21][CH3:22])=[O:19])=[CH:8]1)[CH2:2][CH3:1] |f:0.1,2.3.4|. Yields the product CCC(CC)O[C@@H]1C=C(C[C@@H]([C@H]1NC(=O)C)N)C(=O)OCC (oseltamivir).